From a dataset of the Open Reaction Database (ORD), a public repository of structured organic reaction records. describe an organic reaction: reactants, conditions, products, and yield The reactants are C(=O)O.NCCC1=CC=C(NC2CCN(CC2)C(=O)[C@H]2N(CCC2)S(=O)(=O)C2=CC=C(C=C2)F)C=C1 ({4-[4-(2-Aminoethyl)anilino]-1-piperidinyl}{(2S)-1-[(4-fluorophenyl)sulfonyl]-pyrrolidinyl}methanone formate), C(C)(C)(C)[Si](C1=CC=CC=C1)(C1=CC=CC=C1)OC1=CC=C(C=C1)OCC1OC1 (tert-butyl-(4-oxiranylmethoxy-phenoxy)-diphenyl-silane). The product is FC1=CC=C(C=C1)S(=O)(=O)N1[C@@H](CCC1)C(=O)N1CCC(CC1)NC1=CC=C(C=C1)CCNC[C@@H](COC1=CC=C(C=C1)O)O ([(2S)-1-(4-Fluoro-benzenesulfonyl)-pyrrolidin-2-yl]-[4-(4-[2-[(2S)-2-hydroxy-3-(4-hydroxy-phenoxy)-propylamino]-ethyl}-phenylamino)-piperidin-1-yl]-methanone). Yield: 21.8%. Reaction SMILES: C(O)=O.[NH2:4][CH2:5][CH2:6][C:7]1[CH:36]=[CH:35][C:10]([NH:11][CH:12]2[CH2:17][CH2:16][N:15]([C:18]([C@@H:20]3[CH2:24][CH2:23][CH2:22][N:21]3[S:25]([C:28]3[CH:33]=[CH:32][C:31]([F:34])=[CH:30][CH:29]=3)(=[O:27])=[O:26])=[O:19])[CH2:14][CH2:13]2)=[CH:9][CH:8]=1.C([Si]([O:54][C:55]1[CH:60]=[CH:59][C:58]([O:61][CH2:62][CH:63]2[CH2:65][O:64]2)=[CH:57][CH:56]=1)(C1C=CC=CC=1)C1C=CC=CC=1)(C)(C)C>>[F:34][C:31]1[CH:30]=[CH:29][C:28]([S:25]([N:21]2[CH2:22][CH2:23][CH2:24][C@H:20]2[C:18]([N:15]2[CH2:16][CH2:17][CH:12]([NH:11][C:10]3[CH:35]=[CH:36][C:7]([CH2:6][CH2:5][NH:4][CH2:65][C@H:63]([OH:64])[CH2:62][O:61][C:58]4[CH:59]=[CH:60][C:55]([OH:54])=[CH:56][CH:57]=4)=[CH:8][CH:9]=3)[CH2:13][CH2:14]2)=[O:19])(=[O:26])=[O:27])=[CH:33][CH:32]=1 |f:0.1|. Reported procedure: {4-[4-(2-Aminoethyl)anilino]-1-piperidinyl}{(2S)-1-[(4-fluorophenyl)sulfonyl]-pyrrolidinyl}methanone formate (0.30 g, 0.574 mmol) was reacted with tert-butyl-(4-oxiranylmethoxy-phenoxy)-diphenyl-silane (0.232 g, 0.574 mmol) according to Procedure G to give the title compound (0.11 g, 0.125 mmol).